Dataset: the Open Reaction Database (ORD), a public repository of structured organic reaction records. Task: describe an organic reaction: reactants, conditions, products, and yield Starting materials: C(C=C)C=1CC(CC1C)O ((RS)-3-(2-propenyl)-4-methyl-3-cyclopenten-1-ol), N1=CC=CC=C1 (pyridine), Cl\C(=C/[C@H]1C([C@H]1C(=O)Cl)(C)C)\C(CF)(CF)CF ((1RS)-cis-3-(Z-2-chloro-3,3,3-trifluoromethyl-1-propenyl)-2,2-dimethylcyclopropanecarbonyl chloride). Reagents/catalysts: C(C)(C)(C)C1=C(C(=CC(=C1)C)C(C)(C)C)O (2,6-di-tert-butyl-4-methylphenol). Solvent: C1(=CC=CC=C1)C (toluene). Yields the product Cl\C(=C/[C@H]1C([C@H]1C(=O)OC1CC(=C(C1)C)CC=C)(C)C)\C(CF)(CF)CF ((RS)-3-(2-propenyl)-4-methyl-3-cyclopenten-1-yl (1RS)-cis-3-(Z-2-chloro-3,3,3-trifluoromethyl-1-propenyl)-2,2-dimethylcyclopropanecarboxylate). Yield: 81.0%. Reaction SMILES: [CH2:1]([C:4]1[CH2:5][CH:6]([OH:10])[CH2:7][C:8]=1[CH3:9])[CH:2]=[CH2:3].N1C=CC=CC=1.[Cl:17]/[C:18](/[C:28]([CH2:33][F:34])([CH2:31][F:32])[CH2:29][F:30])=[CH:19]\[C@@H:20]1[C@H:22]([C:23](Cl)=[O:24])[C:21]1([CH3:27])[CH3:26]>C(C1C=C(C)C=C(C(C)(C)C)C=1O)(C)(C)C.C1(C)C=CC=CC=1>[Cl:17]/[C:18](/[C:28]([CH2:33][F:34])([CH2:29][F:30])[CH2:31][F:32])=[CH:19]\[C@@H:20]1[C@H:22]([C:23]([O:10][CH:6]2[CH2:7][C:8]([CH3:9])=[C:4]([CH2:1][CH:2]=[CH2:3])[CH2:5]2)=[O:24])[C:21]1([CH3:26])[CH3:27]. Procedure: To a mixture of (RS)-3-(2-propenyl)-4-methyl-3-cyclopenten-1-ol (190 mg), 2,6-di-tert-butyl-4-methylphenol (5 mg), pyridine (140 mg) and toluene (10 ml), (1RS)-cis-3-(Z-2-chloro-3,3,3-trifluoromethyl-1-propenyl)-2,2-dimethylcyclopropanecarbonyl chloride (353 mg) was added under ice-cooling. The resulting reaction mixture was further allowed to react for 8 hours at room temperature. Then the reaction mixture was subjected to the same post-treatment as in Example 1 to afford 382 mg of (RS)-3-(2-pr... Starting materials: ClC=1N=C(C2=C(N1)SC(=N2)CN2CCC(CC2)C(C)(C)O)N2CCOCC2 (2-[1-(5-chloro-7-morpholin-4-ylthiazolo[5,4-d]pyrimidin-2-ylmethyl)-piperidin-4-yl]propan-2-ol), CC=1OC2=C(C1B1OC(C(O1)(C)C)(C)C)C=CC=C2 (2-methyl-3-(4,4,5,5-tetramethyl-[1,3,2]dioxaborolan-2-yl)benzofuran), C(=O)([O-])[O-].[Cs+].[Cs+] (Cs2CO3). The reagents and catalysts are [Pd].C1(=CC=CC=C1)P(C1=CC=CC=C1)C1=CC=CC=C1.C1(=CC=CC=C1)P(C1=CC=CC=C1)C1=CC=CC=C1.C1(=CC=CC=C1)P(C1=CC=CC=C1)C1=CC=CC=C1.C1(=CC=CC=C1)P(C1=CC=CC=C1)C1=CC=CC=C1 (tetrakis(triphenylphosphine) palladium). The solvent is O1CCOCC1 (dioxane), O (H2O). Reaction conditions: temperature 140 celsius. The product is CC=1OC2=C(C1C=1N=C(C3=C(N1)SC(=N3)CN3CCC(CC3)C(C)(C)O)N3CCOCC3)C=CC=C2 (2-(1-((5-(2-methylbenzofuran-3-yl)-7-morpholinothiazolo[5,4-d]pyrimidin-2-yl)methyl)piperidin-4-yl)propan-2-ol). Yield: 47.6%. As a reaction SMILES: Cl[C:2]1[N:3]=[C:4]([N:22]2[CH2:27][CH2:26][O:25][CH2:24][CH2:23]2)[C:5]2[N:10]=[C:9]([CH2:11][N:12]3[CH2:17][CH2:16][CH:15]([C:18]([OH:21])([CH3:20])[CH3:19])[CH2:14][CH2:13]3)[S:8][C:6]=2[N:7]=1.[CH3:28][C:29]1[O:30][C:31]2[CH:46]=[CH:45][CH:44]=[CH:43][C:32]=2[C:33]=1B1OC(C)(C)C(C)(C)O1.C([O-])([O-])=O.[Cs+].[Cs+]>O1CCOCC1.O.[Pd].C1(P(C2C=CC=CC=2)C2C=CC=CC=2)C=CC=CC=1.C1(P(C2C=CC=CC=2)C2C=CC=CC=2)C=CC=CC=1.C1(P(C2C=CC=CC=2)C2C=CC=CC=2)C=CC=CC=1.C1(P(C2C=CC=CC=2)C2C=CC=CC=2)C=CC=CC=1>[CH3:28][C:29]1[O:30][C:31]2[CH:46]=[CH:45][CH:44]=[CH:43][C:32]=2[C:33]=1[C:2]1[N:3]=[C:4]([N:22]2[CH2:27][CH2:26][O:25][CH2:24][CH2:23]2)[C:5]2[N:10]=[C:9]([CH2:11][N:12]3[CH2:17][CH2:16][CH:15]([C:18]([OH:21])([CH3:20])[CH3:19])[CH2:14][CH2:13]3)[S:8][C:6]=2[N:7]=1 |f:2.3.4,7.8.9.10.11|. Procedure details: A mixture of 2-[1-(5-chloro-7-morpholin-4-ylthiazolo[5,4-d]pyrimidin-2-ylmethyl)-piperidin-4-yl]propan-2-ol (50 mg, 0.12 mmol), 2-methyl-3-(4,4,5,5-tetramethyl-[1,3,2]dioxaborolan-2-yl)benzofuran (47 mg, 0.18 mmol), tetrakis(triphenylphosphine) palladium (14 mg, 0.01 mmol) and Cs2CO3 (80 mg, 0.24 mmol) in dioxane (3 mL) and H2O (1.5 mL) was purged with argon then heated at 140° C. for 30 min in a microwave reactor. The reaction mixture was loaded onto an Isolute® SCX-2 cartridge which was washed... Starting materials: O([Si](C)(C)C(C)(C)C)C[C@@H]1O[C@@H](OCC1=O)C ((2R,4S)-4-t-butyldimethylsiloxymethyl -2-methyl-1,3-dioxan-5-one), C(=O)(OCC)C=P(C1=CC=CC=C1)(C1=CC=CC=C1)C1=CC=CC=C1 (carboethoxymethylenetriphenylphosphorane). Run in O1CCCC1 (tetrahydrofuran). Run at time 24 hour. The product is O([Si](C)(C)C(C)(C)C)C[C@@H]1O[C@@H](OCC1=CC(=O)OCC)C ((2R,4R)-4-t-butyldimethylsiloxymethyl-5-ethoxycarbonylmethylene-2-methyl-1,3-dioxane). The yield is 65.9%. As a reaction SMILES: [O:1]([CH2:9][C@H:10]1[C:15](=O)[CH2:14][O:13][C@@H:12]([CH3:17])[O:11]1)[Si:2]([C:5]([CH3:8])([CH3:7])[CH3:6])([CH3:4])[CH3:3].[C:18]([CH:23]=P(C1C=CC=CC=1)(C1C=CC=CC=1)C1C=CC=CC=1)([O:20][CH2:21][CH3:22])=[O:19]>O1CCCC1>[O:1]([CH2:9][C@H:10]1[C:15](=[CH:23][C:18]([O:20][CH2:21][CH3:22])=[O:19])[CH2:14][O:13][C@@H:12]([CH3:17])[O:11]1)[Si:2]([C:5]([CH3:6])([CH3:7])[CH3:8])([CH3:3])[CH3:4]. Procedure details: A mixture of (2R,4S)-4-t-butyldimethylsiloxymethyl -2-methyl-1,3-dioxan-5-one (2.50 g) and carboethoxymethylenetriphenylphosphorane (4.00 g) in tetrahydrofuran (25 ml) was stirred at room temperature for 24 hours and the solvent was evaporated in vacuo. The residue was chromatographed on a silica gel column (50 g) with a mixture of n-hexane and ethyl acetate (10:1) as an eluent to give (2R,4R)-4-t-butyldimethylsiloxymethyl-5-ethoxycarbonylmethylene-2-methyl-1,3-dioxane (2.09 g) as an oil. The solvent is C(C)N(CC)CC (triethylamine). The yield is 9.4%. The reactants are C1CO1 (ethylene oxide), C(C)(C)O[Al](OC(C)C)OC(C)C (triisopropoxy aluminum), C(CC)(=O)OCC (ethyl propionate). Procedure details: Example 32 was repeated except that 170 g of ethyl propionate and 18.3 g of ethylene oxide were reacted using catalyst of 1.6 g of triisopropoxy aluminum and 0.51 g of triethylamine at 160° C. for 5 hours. As the result, 20.6 g of ethylene glycol ethylether propionate (yield was 35.9 % to ethylene oxide), 3.5 g of diethyleneglycol ethylether propionate (yield was 9.4 % to ethylene oxide) and 7.9 g of polyethyleneglycol ethylether propionate were obtained. RXN SMILES: [C:1]([O:5][CH2:6][CH3:7])(=[O:4])[CH2:2][CH3:3].[CH2:8]1[O:10][CH2:9]1.C(O[Al]([O:20][CH:21]([CH3:23])C)OC(C)C)(C)C>C(N(CC)CC)C>[C:1]([O:5][CH2:6][CH2:7][O:10][CH2:9][CH3:8])(=[O:4])[CH2:2][CH3:3].[C:1]([O:5][CH2:6][CH2:7][O:10][CH2:9][CH2:8][O:20][CH2:21][CH3:23])(=[O:4])[CH2:2][CH3:3]. Yields the product C(CC)(=O)OCCOCC (ethylene glycol ethylether propionate), C(CC)(=O)OCCOCCOCC (diethyleneglycol ethylether propionate), polyethyleneglycol ethylether propionate. The reactants are O.[N+](=O)([O-])C1=C(C=CC(=C1)[N+](=O)[O-])N[C@@H](CC1=CNC=N1)C(=O)O (2,4-dinitrophenyl-L-histidine monohydrate), C(C1=CC=CC=C1)O (benzyl alcohol), C1(CCCCC1)N=C=NC1CCCCC1 (N,N'-dicyclohexylcarbodiimide), ON1N=NC2=C1C=CC=C2 (1-hydroxybenzotriazole). Solvent: C(Cl)Cl (methylene chloride). Conditions: time 8 hour. Yields the product C(=O)(O)CN[C@@H](CC1=CNC=N1)C(=O)O (Nα -Carboxymethyl-L-histidine). RXN SMILES: [OH2:1].[N+]([C:5]1C=C([N+]([O-])=O)C=C[C:6]=1[NH:14][C@H:15]([C:22]([OH:24])=[O:23])[CH2:16][C:17]1[N:21]=[CH:20][NH:19][CH:18]=1)([O-])=O.C([OH:32])C1C=CC=CC=1.C1(N=C=NC2CCCCC2)CCCCC1.ON1C2C=CC=CC=2N=N1>C(Cl)Cl>[C:5]([CH2:6][NH:14][C@H:15]([C:22]([OH:24])=[O:23])[CH2:16][C:17]1[N:21]=[CH:20][NH:19][CH:18]=1)([OH:32])=[O:1] |f:0.1|. Procedure details: A mixture of 2.2 g of Nα -t-butoxycarbonyl-Nim -2,4-dinitrophenyl-L-histidine monohydrate, 0.62 ml of benzyl alcohol, 1.03 g of N,N'-dicyclohexylcarbodiimide and 1.53 g of 1-hydroxybenzotriazole in 20 ml of methylene chloride was stirred overnight at ambient temperature. The mixture was then filtered and the solid rinsed with methylene chloride. The filtrates were combined and concentrated under vacuum. Chromatography of the residue over silica gel (gradient 1% to 2% methanol in methylene chlori... As a reaction SMILES: [NH4+:36].[O:38]1[CH2:39][CH2:40][CH2:41][CH2:42]1.[OH-:37].[OH2:43].[c:1]1([P:2]([c:3]2[cH:4][cH:5][cH:6][cH:7][cH:8]2)[c:9]2[cH:10][cH:11][cH:12][cH:13][cH:14]2)[cH:15][cH:16][cH:17][cH:18][cH:19]1.[c:20]1([CH2:26][CH:27]([c:28]2[s:29][cH:30][cH:31][n:32]2)[N:33]=[N+:34]=[N-:35])[cH:21][cH:22][cH:23][cH:24][cH:25]1>>[c:20]1([CH2:26][CH:27]([c:28]2[s:29][cH:30][cH:31][n:32]2)[NH2:33])[cH:21][cH:22][cH:23][cH:24][cH:25]1. Product: NC(Cc1ccccc1)c1nccs1. The reactants are [NH4+], C1CCOC1, [OH-], O, c1ccc(P(c2ccccc2)c2ccccc2)cc1, [N-]=[N+]=NC(Cc1ccccc1)c1nccs1. The reactants are C(C)OC(CC1=CC(=CC=C1)N)=O ((3-Amino-phenyl)-acetic acid ethyl ester), FC1=CC=C(C=C1)C1=CC=C(O1)C(=O)O (5-(4-Fluoro-phenyl)-furan-2-carboxylic acid). Yields the product C(C)OC(CC1=CC(=CC=C1)NC(=O)C=1OC(=CC1)C1=CC=C(C=C1)F)=O ((3-{[5-(4-Fluoro-phenyl)-furan-2-carbonyl]-amino}-phenyl)-acetic acid ethyl ester). As a reaction SMILES: [CH2:1]([O:3][C:4](=[O:13])[CH2:5][C:6]1[CH:11]=[CH:10][CH:9]=[C:8]([NH2:12])[CH:7]=1)[CH3:2].[F:14][C:15]1[CH:20]=[CH:19][C:18]([C:21]2[O:25][C:24]([C:26](O)=[O:27])=[CH:23][CH:22]=2)=[CH:17][CH:16]=1>>[CH2:1]([O:3][C:4](=[O:13])[CH2:5][C:6]1[CH:11]=[CH:10][CH:9]=[C:8]([NH:12][C:26]([C:24]2[O:25][C:21]([C:18]3[CH:19]=[CH:20][C:15]([F:14])=[CH:16][CH:17]=3)=[CH:22][CH:23]=2)=[O:27])[CH:7]=1)[CH3:2]. Procedure: (3-Amino-phenyl)-acetic acid ethyl ester (44 mg, 0.24 mmol) was coupled to 5-(4-fluoro-phenyl)-furan-2-carboxylic acid (76) (50 mg, 0.24 mmol) using Method C. The crude compound was purified by column chromatography, eluting in 20% EtOAc in heptane to give the title compound. The reactants are Cl, Cn1c(SCCN2C(=O)c3ccccc3C2=O)nc(-c2ccc(F)cc2)c1-c1ccncc1, [Na+], [OH-]. Product: Cn1c(SCCN)nc(-c2ccc(F)cc2)c1-c1ccncc1. RXN SMILES: [ClH:36].[F:1][c:2]1[cH:3][cH:4][c:5](-[c:8]2[n:9][c:10]([S:20][CH2:21][CH2:22][N:23]3[C:24](=[O:25])[c:26]4[c:27]([cH:28][cH:29][cH:30][cH:31]4)[C:32]3=[O:33])[n:11]([CH3:19])[c:12]2-[c:13]2[cH:14][cH:15][n:16][cH:17][cH:18]2)[cH:6][cH:7]1.[Na+:35].[OH-:34]>>[F:1][c:2]1[cH:3][cH:4][c:5](-[c:8]2[n:9][c:10]([S:20][CH2:21][CH2:22][NH2:23])[n:11]([CH3:19])[c:12]2-[c:13]2[cH:14][cH:15][n:16][cH:17][cH:18]2)[cH:6][cH:7]1.